This data is from the Open Reaction Database (ORD), a public repository of structured organic reaction records. The task is: describe an organic reaction: reactants, conditions, products, and yield The reactants are CC(C)C(=O)CC(=O)Nc1ccccc1, CC(=O)O, O=Cc1ccccc1, NCCC(=O)O, O. The product is CC(C)C(=O)C(=Cc1ccccc1)C(=O)Nc1ccccc1. As a reaction SMILES: [CH3:1][CH:2]([C:3]([CH2:4][C:5](=[O:6])[NH:7][c:8]1[cH:9][cH:10][cH:11][cH:12][cH:13]1)=[O:14])[CH3:15].[CH3:30][C:31](=[O:32])[OH:33].[CH:22](=[O:23])[c:24]1[cH:25][cH:26][cH:27][cH:28][cH:29]1.[NH2:16][CH2:17][CH2:18][C:19]([OH:20])=[O:21].[OH2:34]>>[CH3:1][CH:2]([C:3]([C:4]([C:5](=[O:6])[NH:7][c:8]1[cH:9][cH:10][cH:11][cH:12][cH:13]1)=[CH:22][c:24]1[cH:25][cH:26][cH:27][cH:28][cH:29]1)=[O:14])[CH3:15]. Reactants: CCOC(=O)CBr, O=C([O-])[O-], CC#N, [I-], [K+], [K+], [K+], O=C1CCC(c2nc(-c3ccccc3)c(-c3ccccc3)o2)N1Cc1cccc(O)c1. Product: CCOC(=O)COc1cccc(CN2C(=O)CCC2c2nc(-c3ccccc3)c(-c3ccccc3)o2)c1. RXN SMILES: [Br:32][CH2:33][C:34](=[O:35])[O:36][CH2:37][CH3:38].[C:39](=[O:40])([O-:41])[O-:42].[CH3:47][C:48]#[N:49].[I-:46].[K+:43].[K+:44].[K+:45].[OH:1][c:2]1[cH:3][c:4]([CH2:5][N:6]2[C:7](=[O:28])[CH2:8][CH2:9][CH:10]2[c:11]2[o:12][c:13](-[c:22]3[cH:23][cH:24][cH:25][cH:26][cH:27]3)[c:14](-[c:16]3[cH:17][cH:18][cH:19][cH:20][cH:21]3)[n:15]2)[cH:29][cH:30][cH:31]1>>[O:1]([c:2]1[cH:3][c:4]([CH2:5][N:6]2[C:7](=[O:28])[CH2:8][CH2:9][CH:10]2[c:11]2[o:12][c:13](-[c:22]3[cH:23][cH:24][cH:25][cH:26][cH:27]3)[c:14](-[c:16]3[cH:17][cH:18][cH:19][cH:20][cH:21]3)[n:15]2)[cH:29][cH:30][cH:31]1)[CH2:33][C:34](=[O:35])[O:36][CH2:37][CH3:38]. Starting materials: COC(=O)C=1C(=CC=C(C1)C(N)=S)C1=C(C=CC=C1)[N+](=O)[O-] (2′-nitro-4-thiocarbamoyl-biphenyl-2-carboxylic acid methyl ester), COC(=O)C=1C(=CC=C(C1)C(N)=S)C1=C(C=CC=C1)[N+](=O)[O-] (2′-nitro-4-thiocarbamoyl-biphenyl-2-carboxylic acid methyl ester), C(#N)C1=CC=C(C(CBr)=O)C=C1 (4-cyanophenacyl bromide). The product is C(#N)C1=CC=C(C=C1)C=1N=C(SC1)C=1C=C(C(=CC1)C1=C(C=CC=C1)[N+](=O)[O-])C(=O)O (4-[4-(4-Cyano-phenyl)-thiazol-2-yl]-2′-nitro-biphenyl-2-carboxylic acid). Isolated yield 37.0%. RXN SMILES: C[O:2][C:3]([C:5]1[C:6]([C:14]2[CH:19]=[CH:18][CH:17]=[CH:16][C:15]=2[N+:20]([O-:22])=[O:21])=[CH:7][CH:8]=[C:9]([C:11](=[S:13])[NH2:12])[CH:10]=1)=[O:4].[C:23]([C:25]1[CH:34]=[CH:33][C:28]([C:29](=O)[CH2:30]Br)=[CH:27][CH:26]=1)#[N:24]>>[C:23]([C:25]1[CH:34]=[CH:33][C:28]([C:29]2[N:12]=[C:11]([C:9]3[CH:10]=[C:5]([C:3]([OH:2])=[O:4])[C:6]([C:14]4[CH:19]=[CH:18][CH:17]=[CH:16][C:15]=4[N+:20]([O-:22])=[O:21])=[CH:7][CH:8]=3)[S:13][CH:30]=2)=[CH:27][CH:26]=1)#[N:24]. Procedure details: 4-[4-(4-Cyano-phenyl)-thiazol-2-yl]-2′-nitro-biphenyl-2-carboxylic acid (100 mg, 37%) was prepared from 2′-nitro-4-thiocarbamoyl-biphenyl-2-carboxylic acid methyl ester (which may be prepared as described for Intermediate 4) and 4-cyanophenacyl bromide (available from Oakwood Products, Inc.) using the procedure described for the preparation of Example 1. 1H NMR (300 MHz, DMSO-d6) δ 8.44-8.47 (m, 2H), 8.27 (d, J=8.5 Hz, 2H), 7.94-8.00 (m, 4H), 7.63-7.68 (m, 1H), 7.47-7.52 (m, 1H), 7.28 (dd, J=7.6... The reactants are C1CCOC1, COC(=O)COc1ccc(OCC#Cc2cc(C#CCN3CCOCC3)cc(C#Cc3ccccc3)c2)cc1C, CO, Cl, [Li+], [OH-], O. Yields the product Cc1cc(OCC#Cc2cc(C#CCN3CCOCC3)cc(C#Cc3ccccc3)c2)ccc1OCC(=O)O. As a reaction SMILES: [CH2:45]1[O:46][CH2:47][CH2:48][CH2:49]1.[CH3:1][O:2][C:3]([CH2:4][O:5][c:6]1[c:7]([CH3:39])[cH:8][c:9]([O:12][CH2:13][C:14]#[C:15][c:16]2[cH:17][c:18]([C:30]#[C:31][CH2:32][N:33]3[CH2:34][CH2:35][O:36][CH2:37][CH2:38]3)[cH:19][c:20]([C:22]#[C:23][c:24]3[cH:25][cH:26][cH:27][cH:28][cH:29]3)[cH:21]2)[cH:10][cH:11]1)=[O:40].[CH3:50][OH:51].[ClH:44].[Li+:42].[OH-:41].[OH2:43]>>[O:2]=[C:3]([CH2:4][O:5][c:6]1[c:7]([CH3:39])[cH:8][c:9]([O:12][CH2:13][C:14]#[C:15][c:16]2[cH:17][c:18]([C:30]#[C:31][CH2:32][N:33]3[CH2:34][CH2:35][O:36][CH2:37][CH2:38]3)[cH:19][c:20]([C:22]#[C:23][c:24]3[cH:25][cH:26][cH:27][cH:28][cH:29]3)[cH:21]2)[cH:10][cH:11]1)[OH:40]. The reactants are N1(CCCCC1)CC1NCCC=2NC=3C=CC=CC3C21 (1-(piperidin-1-yl)methyl-1,2,3,4-tetrahydro-5H-pyrido[4,3-b]indole), C([O-])([O-])=O.[K+].[K+] (potassium carbonate), ClC=1C=C(C=CC1Cl)CC(=O)Cl (3,4-dichlorophenylacetylchloride). Run in C(Cl)(Cl)Cl (chloroform). Product: N1(CCCCC1)CC1(NCCC=2NC=3C=CC=CC3C21)C(CC2=CC(=C(C=C2)Cl)Cl)=O (1-(piperidin-1-yl)methyl-2-(3,4-dichlorophenyl)acetyl-1,2,3,4-tetrahydro-5H-pyrido[4,3-b]indole). Reaction SMILES: [N:1]1([CH2:7][CH:8]2[C:20]3[C:19]4[CH:18]=[CH:17][CH:16]=[CH:15][C:14]=4[NH:13][C:12]=3[CH2:11][CH2:10][NH:9]2)[CH2:6][CH2:5][CH2:4][CH2:3][CH2:2]1.C(=O)([O-])[O-].[K+].[K+].[Cl:27][C:28]1[CH:29]=[C:30]([CH2:35][C:36](Cl)=[O:37])[CH:31]=[CH:32][C:33]=1[Cl:34]>C(Cl)(Cl)Cl>[N:1]1([CH2:7][C:8]2([C:36](=[O:37])[CH2:35][C:30]3[CH:31]=[CH:32][C:33]([Cl:34])=[C:28]([Cl:27])[CH:29]=3)[C:20]3[C:19]4[CH:18]=[CH:17][CH:16]=[CH:15][C:14]=4[NH:13][C:12]=3[CH2:11][CH2:10][NH:9]2)[CH2:6][CH2:5][CH2:4][CH2:3][CH2:2]1 |f:1.2.3|. Procedure: Prepared as Ex. No. 12, from 1.1 g (4.08 mmoles) of crude 1-(piperidin-1-yl)methyl-1,2,3,4-tetrahydro-5H-pyrido[4,3-b]indole, 1.12 g (8.10 mmoles) of anhydrous potassium carbonate and 1.1 g (4.92 mmoles) of 3,4-dichlorophenylacetylchloride in 40 ml of dry chloroform. Starting materials: CC(C)(C)OC(=O)Nc1cccc(B(O)O)c1, O=C(OCc1ccccc1)N1CCCC1c1ncc(-c2ccc(Br)cc2)[nH]1, COCCOC, [K+], [K+], N#N, O=C([O-])[O-], c1ccc(P(c2ccccc2)(c2ccccc2)[Pd](P(c2ccccc2)(c2ccccc2)c2ccccc2)(P(c2ccccc2)(c2ccccc2)c2ccccc2)P(c2ccccc2)(c2ccccc2)c2ccccc2)cc1. Product: CC(C)(C)OC(=O)Nc1cccc(-c2ccc(-c3cnc(C4CCCN4C(=O)OCc4ccccc4)[nH]3)cc2)c1. Reaction SMILES: [C:28]([CH3:29])([CH3:30])([CH3:31])[O:32][C:33](=[O:34])[NH:35][c:36]1[cH:37][c:38]([B:42]([OH:43])[OH:44])[cH:39][cH:40][cH:41]1.[CH2:1]([c:2]1[cH:3][cH:4][cH:5][cH:6][cH:7]1)[O:8][C:9](=[O:10])[N:11]1[CH:12]([c:16]2[nH:17][c:18](-[c:21]3[cH:22][cH:23][c:24]([Br:27])[cH:25][cH:26]3)[cH:19][n:20]2)[CH2:13][CH2:14][CH2:15]1.[CH3:130][O:131][CH2:132][CH2:133][O:134][CH3:135].[K+:45].[K+:46].[N:51]#[N:52].[O-:47][C:48]([O-:49])=[O:50].[cH:53]1[cH:54][cH:55][c:56]([P:57]([Pd:58]([P:59]([c:60]2[cH:61][cH:62][cH:63][cH:64][cH:65]2)([c:66]2[cH:67][cH:68][cH:69][cH:70][cH:71]2)[c:72]2[cH:73][cH:74][cH:75][cH:76][cH:77]2)([P:78]([c:79]2[cH:80][cH:81][cH:82][cH:83][cH:84]2)([c:85]2[cH:86][cH:87][cH:88][cH:89][cH:90]2)[c:91]2[cH:92][cH:93][cH:94][cH:95][cH:96]2)[P:97]([c:98]2[cH:99][cH:100][cH:101][cH:102][cH:103]2)([c:104]2[cH:105][cH:106][cH:107][cH:108][cH:109]2)[c:110]2[cH:111][cH:112][cH:113][cH:114][cH:115]2)([c:116]2[cH:117][cH:118][cH:119][cH:120][cH:121]2)[c:122]2[cH:123][cH:124][cH:125][cH:126][cH:127]2)[cH:128][cH:129]1>>[CH2:1]([c:2]1[cH:3][cH:4][cH:5][cH:6][cH:7]1)[O:8][C:9](=[O:10])[N:11]1[CH:12]([c:16]2[nH:17][c:18](-[c:21]3[cH:22][cH:23][c:24](-[c:38]4[cH:37][c:36]([NH:35][C:33]([O:32][C:28]([CH3:29])([CH3:30])[CH3:31])=[O:34])[cH:41][cH:40][cH:39]4)[cH:25][cH:26]3)[cH:19][n:20]2)[CH2:13][CH2:14][CH2:15]1.